Dataset: the Open Reaction Database (ORD), a public repository of structured organic reaction records. Task: describe an organic reaction: reactants, conditions, products, and yield Starting materials: C(C1=CC=CC=C1)[C@H]1CN(CCN1)C1=CC=C2C(=NN(C2=C1)C1CCCC1)CC ((S)-6-(3-Benzyl-piperazin-1-yl)-1-cyclopentyl-3-ethyl-1H-indazole), N1C=NC(=C1)CC(=O)O ((1H-imidazol-4-yl)-acetic acid). Product: C(C1=CC=CC=C1)[C@@H]1N(CCN(C1)C1=CC=C2C(=NN(C2=C1)C1CCCC1)CC)C(CC=1N=CNC1)=O ((S)-1-(2-benzyl-4-(1-cyclopentyl-3-ethyl-1H-indazol-6-yl)piperazin-1-yl)-2-(1H-imidazol-4-yl)ethanone). Isolated yield 50.0%. RXN SMILES: [CH2:1]([C@@H:8]1[NH:13][CH2:12][CH2:11][N:10]([C:14]2[CH:22]=[C:21]3[C:17]([C:18]([CH2:28][CH3:29])=[N:19][N:20]3[CH:23]3[CH2:27][CH2:26][CH2:25][CH2:24]3)=[CH:16][CH:15]=2)[CH2:9]1)[C:2]1[CH:7]=[CH:6][CH:5]=[CH:4][CH:3]=1.[NH:30]1[CH:34]=[C:33]([CH2:35][C:36](O)=[O:37])[N:32]=[CH:31]1>>[CH2:1]([C@H:8]1[CH2:9][N:10]([C:14]2[CH:22]=[C:21]3[C:17]([C:18]([CH2:28][CH3:29])=[N:19][N:20]3[CH:23]3[CH2:24][CH2:25][CH2:26][CH2:27]3)=[CH:16][CH:15]=2)[CH2:11][CH2:12][N:13]1[C:36](=[O:37])[CH2:35][C:33]1[N:32]=[CH:31][NH:30][CH:34]=1)[C:2]1[CH:3]=[CH:4][CH:5]=[CH:6][CH:7]=1. Procedure details: Prepared using the same procedure described in Example 189 from (S)-6-(3-Benzyl-piperazin-1-yl)-1-cyclopentyl-3-ethyl-1H-indazole and (1H-imidazol-4-yl)-acetic acid to afford the title compound as colorless solid (66 mg, 50%). LC/MS (Method B) 2.68 min, [M+1]+ 497. Reactants: COCCN, CS(=O)(=O)c1nccc(Oc2ccc(NC(=O)c3cc(F)cc(N4CCOCC4)c3)c3ccccc23)n1. Product: COCCNc1nccc(Oc2ccc(NC(=O)c3cc(F)cc(N4CCOCC4)c3)c3ccccc23)n1. Reaction SMILES: [CH3:38][O:39][CH2:40][CH2:41][NH2:42].[F:1][c:2]1[cH:3][c:4]([C:5](=[O:6])[NH:7][c:8]2[cH:9][cH:10][c:11]([O:18][c:19]3[n:20][c:21]([S:25]([CH3:26])(=[O:27])=[O:28])[n:22][cH:23][cH:24]3)[c:12]3[cH:13][cH:14][cH:15][cH:16][c:17]23)[cH:29][c:30]([N:32]2[CH2:33][CH2:34][O:35][CH2:36][CH2:37]2)[cH:31]1>>[F:1][c:2]1[cH:3][c:4]([C:5](=[O:6])[NH:7][c:8]2[cH:9][cH:10][c:11]([O:18][c:19]3[n:20][c:21]([NH:42][CH2:41][CH2:40][O:39][CH3:38])[n:22][cH:23][cH:24]3)[c:12]3[cH:13][cH:14][cH:15][cH:16][c:17]23)[cH:29][c:30]([N:32]2[CH2:33][CH2:34][O:35][CH2:36][CH2:37]2)[cH:31]1. Reactants: IC1=C2N=CN(C2=NC=N1)CC=1C=CC2=C(N(C3=C(S2)N=CC=N3)COC)C1 (8-(6-Iodopurin-9-ylmethyl)-10-methoxymethyl-10H-pyrazino[2,3-b][1,4]benzothiazine), IC1=C2N=CN(C2=NC=N1)CC=1C=CC2=C(NC3=C(S2)N=CC=N3)C1 (8-(6-iodopurin-9-ylmethyl)-10H-pyrazino[2,3-b][1,4]benzothiazine), CC(C)(C#C)O (2-methyl-3-butyn-2-ol). The product is N1=CC=NC=2SC3=C(NC21)C=C(C=C3)CN3C2=NC=NC(=C2N=C3)C#CC(C)(O)C (4-[9-(10H-Pyrazino[2,3-b][1,4]benzothiazin-8-ylmethyl)purin-6-yl]-2-methyl-3-butyn-2-ol). As a reaction SMILES: I[C:2]1[N:10]=[CH:9][N:8]=[C:7]2[C:3]=1[N:4]=[CH:5][N:6]2[CH2:11][C:12]1[CH:13]=[CH:14][C:15]2[S:20][C:19]3[N:21]=[CH:22][CH:23]=[N:24][C:18]=3[N:17](COC)[C:16]=2[CH:28]=1.IC1N=CN=C2C=1N=CN2CC1C=CC2SC3N=CC=NC=3NC=2C=1.[CH3:54][C:55]([OH:59])([C:57]#[CH:58])[CH3:56]>>[N:24]1[C:18]2[NH:17][C:16]3[CH:28]=[C:12]([CH2:11][N:6]4[CH:5]=[N:4][C:3]5[C:7]4=[N:8][CH:9]=[N:10][C:2]=5[C:58]#[C:57][C:55]([CH3:56])([OH:59])[CH3:54])[CH:13]=[CH:14][C:15]=3[S:20][C:19]=2[N:21]=[CH:22][CH:23]=1. Reported procedure: 8-(6-Iodopurin-9-ylmethyl)-10-methoxymethyl-10H-pyrazino[2,3-b][1,4]benzothiazine was treated by the same method as the one of Example 9 to thereby give 8-(6-iodopurin-9-ylmethyl)-10H-pyrazino[2,3-b][1,4]benzothiazine. Next, this product was treated with 2-methyl-3-butyn-2-ol by the same method as the one of Example 1417 to thereby give the title compound. Starting materials: BrC=1C=C(C=CC1)C1=C(C(=NN1C)C(=O)O)C (5-(3-bromo-phenyl)-1,4-dimethyl-1H-pyrazole-3-carboxylic acid), C(C)N(C1CNCC1)CC (3-(diethylamino)pyrrolidine). The product is BrC=1C=C(C=CC1)C1=C(C(=NN1C)C(=O)N1CC(CC1)N(CC)CC)C ([5-(3-bromo-phenyl)-1,4-dimethyl-1H-pyrazol-3-yl]-(3-diethylamino-pyrrolidin-1-yl)-methanone). The yield is 94.0%. RXN SMILES: [Br:1][C:2]1[CH:3]=[C:4]([C:8]2[N:12]([CH3:13])[N:11]=[C:10]([C:14]([OH:16])=O)[C:9]=2[CH3:17])[CH:5]=[CH:6][CH:7]=1.[CH2:18]([N:20]([CH2:26][CH3:27])[CH:21]1[CH2:25][CH2:24][NH:23][CH2:22]1)[CH3:19]>>[Br:1][C:2]1[CH:3]=[C:4]([C:8]2[N:12]([CH3:13])[N:11]=[C:10]([C:14]([N:23]3[CH2:24][CH2:25][CH:21]([N:20]([CH2:26][CH3:27])[CH2:18][CH3:19])[CH2:22]3)=[O:16])[C:9]=2[CH3:17])[CH:5]=[CH:6][CH:7]=1. Reported procedure: In analogy to the procedure described in example 12D], 5-(3-bromo-phenyl)-1,4-dimethyl-1H-pyrazole-3-carboxylic acid and 3-(diethylamino)pyrrolidine gave the title compound in 94% yield as white needles. MS: 419.2 (MH+, 1 Br). The reactants are OCCBr, C1CCOC1, Cc1onc(C2CCCCC2)c1-c1ccnc(Nc2cccc(O)c2)n1, CCOC(=O)N=NC(=O)OCC, c1ccc(P(c2ccccc2)c2ccccc2)cc1. Yields the product Cc1onc(C2CCCCC2)c1-c1ccnc(Nc2cccc(OCCBr)c2)n1. Reaction SMILES: [Br:58][CH2:59][CH2:60][OH:61].[CH2:62]1[O:63][CH2:64][CH2:65][CH2:66]1.[CH:1]1([c:7]2[n:8][o:9][c:10]([CH3:26])[c:11]2-[c:12]2[n:13][c:14]([NH:18][c:19]3[cH:20][c:21]([OH:25])[cH:22][cH:23][cH:24]3)[n:15][cH:16][cH:17]2)[CH2:2][CH2:3][CH2:4][CH2:5][CH2:6]1.[O:27]=[C:28]([O:29][CH2:30][CH3:31])[N:32]=[N:33][C:34]([O:35][CH2:36][CH3:37])=[O:38].[c:39]1([P:40]([c:41]2[cH:42][cH:43][cH:44][cH:45][cH:46]2)[c:47]2[cH:48][cH:49][cH:50][cH:51][cH:52]2)[cH:53][cH:54][cH:55][cH:56][cH:57]1>>[CH:1]1([c:7]2[n:8][o:9][c:10]([CH3:26])[c:11]2-[c:12]2[n:13][c:14]([NH:18][c:19]3[cH:20][c:21]([O:25][CH2:60][CH2:59][Br:58])[cH:22][cH:23][cH:24]3)[n:15][cH:16][cH:17]2)[CH2:2][CH2:3][CH2:4][CH2:5][CH2:6]1. Starting materials: ClCCCCC1(C(NC2=CC=C(C=C12)C)=O)CC (3-(4-chlorobutyl)-3-ethyl-5-methyl-1,3-dihydro-2H-indol-2-one), FC1=CC=C(C=C1)N1CCNCC1 (1-(4-fluorophenyl-)-piperazine). Yields the product C(C)C1(C(NC2=CC=C(C=C12)C)=O)CCCCN1CCN(CC1)C1=CC=C(C=C1)F (3-Ethyl-3-{4-[4-(4-fluorophenyl)-piperazin-1-yl]-butyl}-5-methyl-1,3-dihydro-2H-indol-2-one). Reaction SMILES: Cl[CH2:2][CH2:3][CH2:4][CH2:5][C:6]1([CH2:17][CH3:18])[C:14]2[C:9](=[CH:10][CH:11]=[C:12]([CH3:15])[CH:13]=2)[NH:8][C:7]1=[O:16].[F:19][C:20]1[CH:25]=[CH:24][C:23]([N:26]2[CH2:31][CH2:30][NH:29][CH2:28][CH2:27]2)=[CH:22][CH:21]=1>>[CH2:17]([C:6]1([CH2:5][CH2:4][CH2:3][CH2:2][N:29]2[CH2:28][CH2:27][N:26]([C:23]3[CH:22]=[CH:21][C:20]([F:19])=[CH:25][CH:24]=3)[CH2:31][CH2:30]2)[C:14]2[C:9](=[CH:10][CH:11]=[C:12]([CH3:15])[CH:13]=2)[NH:8][C:7]1=[O:16])[CH3:18]. Procedure details: The title compound is prepared according to process H by applying processing method 1 from 3-(4-chlorobutyl)-3-ethyl-5-methyl-1,3-dihydro-2H-indol-2-one and 1-(4-fluorophenyl-)-piperazine. Starting materials: CCCC[Sn](CCCC)(CCCC)O[Sn](CCCC)(CCCC)CCCC (bis(tributyltin) oxide), CN(CCCO)C (3-dimethylamino-1-propanol), O (water), O (water). The solvent is C1=CC=CC=C1 (benzene). Yields the product C(CCC)[Sn](CCCC)(CCCC)OCCCN(C)C (3-Dimethylamino-1-Propyl Tributylstannyl Ether). RXN SMILES: CCCC[Sn]([O:14][Sn:15]([CH2:24][CH2:25][CH2:26][CH3:27])([CH2:20][CH2:21][CH2:22][CH3:23])[CH2:16][CH2:17][CH2:18][CH3:19])(CCCC)CCCC.[CH3:28][N:29]([CH3:34])[CH2:30][CH2:31][CH2:32]O.O>C1C=CC=CC=1>[CH2:24]([Sn:15]([O:14][CH2:32][CH2:31][CH2:30][N:29]([CH3:34])[CH3:28])([CH2:16][CH2:17][CH2:18][CH3:19])[CH2:20][CH2:21][CH2:22][CH3:23])[CH2:25][CH2:26][CH3:27]. Procedure: 3-Dimethylamino-1-Propyl Tributylstannyl Ether is prepared from 59.6 gm (0.1 mole) bis(tributyltin) oxide and 20.6 gm (0.2 mole) 3-dimethylamino-1-propanol in 200 ml benzene. This is stirred and heated to reflux in a system that contains a Dean-Starke tube. After 30 minutes refluxing water began to collect in the Dean-Starke tube and after refluxing for 22 hours a total of 1.9 ml of water (theory 1.8 ml) had collected. The benzene is stripped off on a rotating evaporator to provide 77.1 gm of st... As a reaction SMILES: [CH3:1][O:2][C:3]1[C:7]([N+:8]([O-:10])=[O:9])=[CH:6][NH:5][N:4]=1.C(=O)([O-])[O-].[Cs+].[Cs+].Br[CH2:18][CH:19]([OH:21])[CH3:20]>O.CCOC(C)=O>[CH3:1][O:2][C:3]1[C:7]([N+:8]([O-:10])=[O:9])=[CH:6][N:5]([CH2:18][CH:19]([OH:21])[CH3:20])[N:4]=1 |f:1.2.3|. Run at temperature 60 celsius, time 3.5 hour. Solvent: O (water), CCOC(=O)C (EtOAc). Reactants: BrCC(C)O (1-bromo-2-propanol), COC1=NNC=C1[N+](=O)[O-] (3-methoxy-4-nitro-1H-pyrazole), C([O-])([O-])=O.[Cs+].[Cs+] (cesium carbonate), BrCC(C)O (1-bromo-2-propanol). Yield: 33.6%. The product is COC1=NN(C=C1[N+](=O)[O-])CC(C)O (1-(3-methoxy-4-nitro-1H-pyrazol-1-yl)propan-2-ol). Reported procedure: To a suspension of 3-methoxy-4-nitro-1H-pyrazole (2.00 g, 14.0 mmol, 1.00 eq) and cesium carbonate (13.7 g, 41.9 mmol, 3.0 eq) was added 1-bromo-2-propanol (2.70 mL, 22.4 mmol, 1.60 eq, 70% purity) and the reaction mixture was heated at 60° C. After 3.5 hr, an additional portion of 1-bromo-2-propanol (2.70 mL, 22.4 mmol, 1.60 eq, 70% purity) was added. After a further 12 hr, the reaction mixture was cooled to ambient temperature and diluted with water (100 mL) and EtOAc (50 mL). The layers were ... Starting materials: [Na+].[Cl-] (NaCl), C(CC1=NC2=C(C=CC=C2C=C1)OC)C1=NC2=C(C=CC=C2C=C1)OC (2,2′-(1,2-ethanediyl)-bis[8-(methyloxy)quinoline]), N (NH3), ( 5,200 ), ( 74,200 ), aqueous solution, [OH-].[Na+] (sodium hydroxide), ( 71,800 ). The solvent is CO (CH3OH), Br (hydrobromic acid). Yields the product C(CC1=NC2=C(C=CC=C2C=C1)O)C1=NC2=C(C=CC=C2C=C1)O (2,2′-(1,2-Ethanediyl)-bis(8-hydroxyquinoline)). Isolated yield 97.0%. As a reaction SMILES: [CH2:1]([C:15]1[CH:24]=[CH:23][C:22]2[C:17](=[C:18]([O:25]C)[CH:19]=[CH:20][CH:21]=2)[N:16]=1)[CH2:2][C:3]1[CH:12]=[CH:11][C:10]2[C:5](=[C:6]([O:13]C)[CH:7]=[CH:8][CH:9]=2)[N:4]=1.[OH-].[Na+].N.[Na+].[Cl-]>Br.CO>[CH2:2]([C:3]1[CH:12]=[CH:11][C:10]2[C:5](=[C:6]([OH:13])[CH:7]=[CH:8][CH:9]=2)[N:4]=1)[CH2:1][C:15]1[CH:24]=[CH:23][C:22]2[C:17](=[C:18]([OH:25])[CH:19]=[CH:20][CH:21]=2)[N:16]=1 |f:1.2,4.5|. Procedure: The product has already been described in: C. Kitamura et al., J. Chem. Soc., Perkin Trans. 1 2000, 781-785, from which this stage of synthesis was very slightly altered. It has also been described but obtained by another method of synthesis in: M. Albrecht et al., Synthesis 1999, 10, 1819-1829. A solution of 2,2′-(1,2-ethanediyl)-bis[8-(methyloxy)quinoline] (2.83 g; 8.23 mmol) in 48% hydrobromic acid (150 ml) is heated under reflux for 24 hours. After cooling to ambient temperature, the mixture... Starting materials: [Si](C)(C)(C(C)(C)C)N1C([C@@H]([C@H]1O[Si](C)(C)C)[C@@H](C)O[Si](C)(C)C(C)(C)C)=O ((3R,4R)-1-tert-butyldimethylsilyl-3-[(R)-1-tert-butyldimethylsilyloxyethyl]-4-trimethylsilyloxyazetidin-2-one), C(Cl)Cl (methylene chloride), CN(C)C1=NC=CC=C1 (dimethylaminopyridine), C(C)(=O)OC(C)=O (acetic anhydride). The solvent is CCCCCC (hexane). Product: [Si](C)(C)(C(C)(C)C)O[C@H](C)C1C(NC1)=O (3-[(R)-1-tert-butyldimethylsilyloxyethyl)azetidin-2-one). Reaction SMILES: [Si]([N:8]1[C@H:11](O[Si](C)(C)C)[C@@H:10]([C@H:17]([O:19][Si:20]([C:23]([CH3:26])([CH3:25])[CH3:24])([CH3:22])[CH3:21])[CH3:18])[C:9]1=[O:27])(C(C)(C)C)(C)C.C(Cl)Cl.CN(C1C=CC=CN=1)C.C(OC(=O)C)(=O)C>CCCCCC>[Si:20]([O:19][C@@H:17]([CH:10]1[CH2:11][NH:8][C:9]1=[O:27])[CH3:18])([C:23]([CH3:26])([CH3:24])[CH3:25])([CH3:22])[CH3:21]. Reported procedure: There was dissolved 1 g of (3R,4R)-1-tert-butyldimethylsilyl-3-[(R)-1-tert-butyldimethylsilyloxyethyl]-4-trimethylsilyloxyazetidin-2-one into 10 ml of methylene chloride, thereto 0.85 g of dimethylaminopyridine and 0.71 g of acetic anhydride were added and the mixture was reacted for one day at 0° C. After the reaction mixture was diluted with hexane and washed successively with 5% aqueous solution of NaHCO3, an aqueous solution of hydrochloric acid of pH 4 and saturated solution of salt, the re...